This data is from the Open Reaction Database (ORD), a public repository of structured organic reaction records. The task is: describe an organic reaction: reactants, conditions, products, and yield Reactants: C(C)(=O)OCC (ethyl acetate), C(C1=CC=CC=C1)N(C[Si](C)(C)C)CC#N (N-benzyl-N-(cyanomethyl)-N-[(trimethylsilyl)methyl]amine), C(C(=C)C)#N (methacrylonitrile), C(C)#N (acetonitrile). The reagents and catalysts are [Ag]F (silver fluoride). The solvent is C(Cl)(Cl)Cl (chloroform), C(Cl)(Cl)Cl (chloroform). Conditions: time 8 hour. Product: CC1(CN(CC1)CC1=CC=CC=C1)C#N (3-Methyl-1-(phenylmethyl)-3-pyrrolidinecarbonitrile). RXN SMILES: [CH2:1](N(CC#N)C[Si](C)(C)C)[C:2]1[CH:7]=[CH:6][CH:5]=[CH:4][CH:3]=1.[C:17](#[N:21])[C:18]([CH3:20])=[CH2:19].[C:22](#[N:24])C.[C:25](OCC)(=O)C>C(Cl)(Cl)Cl.[Ag]F>[CH3:19][C:18]1([C:22]#[N:24])[CH2:20][CH2:25][N:21]([CH2:1][C:2]2[CH:7]=[CH:6][CH:5]=[CH:4][CH:3]=2)[CH2:17]1. Procedure: A suspension of 11.6 g (0.05 mole) of N-benzyl-N-(cyanomethyl)-N-[(trimethylsilyl)methyl]amine [J. Org. Chem., 50, 4006 (1985)], 3.5 g (0.052 mole) of methacrylonitrile, 7.0 g (0.55 mole) of silver fluoride, and 150 ml of acetonitrile was stirred overnight at room temperature in the dark. The mixture was then diluted with chloroform (150 ml) and filtered through Celite. Concentration of the filtrate gave an oil which was subjected to silica gel chromatography using an 80:20 chloroform:ethyl acet... Reactants: BrCC1=CC=CC=2C1=CON2 (4-Bromomethyl-2,1-benzisoxazole), N1=CC=CC=C1 (pyridine), CCOCC (ether). Conditions: time 8 hour. Product: [Br-].N=1OC(=C2C1C=CC=C2)CC2=CC=[NH+]C=C2 (4-(2,1-benzisoxazolyl)methylpyridinium bromide). The yield is 66.0%. RXN SMILES: [Br:1]C[C:3]1[C:8]2=[CH:9][O:10][N:11]=[C:7]2[CH:6]=[CH:5][CH:4]=1.[N:12]1[CH:17]=[CH:16][CH:15]=[CH:14][CH:13]=1.[CH3:18]COCC>>[Br-:1].[N:11]1[O:10][C:9]([CH2:18][C:15]2[CH:16]=[CH:17][NH+:12]=[CH:13][CH:14]=2)=[C:8]2[CH:3]=[CH:4][CH:5]=[CH:6][C:7]=12 |f:3.4|. Procedure: To a solution of 3.99 g (18.8 mmoles) (2) in 30 ml ether under nitrogen was added 1.49 g (18.8 mmoles) pyridine. A white precipitate formed and the mixture was stirred overnight. The precipitate was then filtered off, washed with ether, and dried to give 3.64 g (66%) 4-(2,1-benzisoxazolyl)methylpyridinium bromide, m.p. 172°-174°; nmr (DMSO-d6): 6.3 (s, 2H), 7.5 (m, 3H), 8.2 (m, 2H), 8.9 (m, 1H), 9.6 (dd, 2H), 10.3 (s, 1H). Starting materials: FC=1C=CC(=[N+](C1)[O-])[C@@H](C)NC(OC(C)(C)C)=O (tert-butyl [(1R)-1-(5-fluoro-1-oxidopyridin-2-yl)ethyl]carbamate), Cl (hydrochloric acid), O1CCOCC1 (1,4-dioxane). The solvent is ClCCl (dichloromethane). Run at time 2 hour. Yields the product FC=1C=CC(=[N+](C1)[O-])[C@@H](C)N ((1R)-1-(5-Fluoro-1-oxidopyridin-2-yl)ethanamine), hydrochloride salt. RXN SMILES: [F:1][C:2]1[CH:3]=[CH:4][C:5]([C@H:9]([NH:11]C(=O)OC(C)(C)C)[CH3:10])=[N+:6]([O-:8])[CH:7]=1.Cl.O1CCOCC1>ClCCl>[F:1][C:2]1[CH:3]=[CH:4][C:5]([C@H:9]([NH2:11])[CH3:10])=[N+:6]([O-:8])[CH:7]=1. Procedure details: To a solution of tert-butyl [(1R)-1-(5-fluoro-1-oxidopyridin-2-yl)ethyl]carbamate (1.47 g, 5.74 mmol) in dichloromethane (28.7 mL) was added 4 M hydrochloric acid in 1,4-dioxane (43.0 mL, 172 mmol). After 2 h, concentration gave the title compound as a hydrochloride salt (1.396 g). MS 157.1 (M+1). 1H NMR (500 MHz, CD3OD): δ 8.55 (dd, J=4.3, 2.4 Hz, 1 H); 7.70 (dd, J=9.0, 6.7 Hz, 1 H); 7.52 (ddd, J=9.1, 7.1, 2.4 Hz, 1 H); 4.80 (q, J=7.0 Hz, 1 H); 1.74 (d, J=7.0 Hz, 3 H). Procedure details: A mixture containing 2-cyanoethyl hexahydro-1H-azepine-1-carboxaldehyde (1.94 g, 0.01M) and ethylenediamine p-toluenesulfonate (5.4 g, 0.023M) was heated at 200° C. under nitrogen for 41/2 hrs. The mixture was dissolved in ethanol (30 ml), basified with sodium ethoxide (0.024M), filtered and stripped to dryness. The residue was distilled at 180° to about 190° C., 0.05 mmHg to give rac-4-[2-(4,5-dihydro-1H-imidazol-2-yl)ethyl]hexahydro-1H-azepine (79% yield). The solvent is C(C)O (ethanol). Isolated yield 79.0%. Conditions: temperature 200 celsius. Reactants: C(#N)CCC1N(CCCCC1)C=O (2-cyanoethyl hexahydro-1H-azepine-1-carboxaldehyde), C1(=CC=C(C=C1)S(=O)(=O)O)C.C(CN)N (ethylenediamine p-toluenesulfonate), [O-]CC.[Na+] (sodium ethoxide). Product: N1C(=NCC1)CCC1CCNCCC1 (rac-4-[2-(4,5-dihydro-1H-imidazol-2-yl)ethyl]hexahydro-1H-azepine). RXN SMILES: C(CC[CH:5]1[CH2:11][CH2:10][CH2:9][CH2:8][CH2:7][N:6]1C=O)#N.[C:14]1([CH3:24])[CH:19]=CC(S(O)(=O)=O)=CC=1.[CH2:25]([NH2:28])[CH2:26][NH2:27].[O-]CC.[Na+]>C(O)C>[NH:27]1[CH2:26][CH2:25][N:28]=[C:19]1[CH2:14][CH2:24][CH:9]1[CH2:10][CH2:11][CH2:5][NH:6][CH2:7][CH2:8]1 |f:1.2,3.4|. Yields the product CC1(C)CC(O)c2c(cc(C3CCCC3)c(C(=O)c3ccc(C(F)(F)F)cc3)c2-c2ccc(F)cc2)O1. Reactants: B, CCN(CC)c1ccccc1, CO, CC1(C)CC(=O)c2c(cc(C3CCCC3)c(C(=O)c3ccc(C(F)(F)F)cc3)c2-c2ccc(F)cc2)O1, NC1c2ccccc2CC1O, C1CCOC1. RXN SMILES: [BH3:28].[CH2:17]([N:18]([CH2:19][CH3:20])[c:21]1[cH:22][cH:23][cH:24][cH:25][cH:26]1)[CH3:27].[CH3:66][OH:67].[CH:29]1([c:34]2[c:35]([C:54]([c:55]3[cH:56][cH:57][c:58]([C:61]([F:62])([F:63])[F:64])[cH:59][cH:60]3)=[O:65])[c:36](-[c:47]3[cH:48][cH:49][c:50]([F:53])[cH:51][cH:52]3)[c:37]3[c:42]([cH:43]2)[O:41][C:40]([CH3:44])([CH3:45])[CH2:39][C:38]3=[O:46])[CH2:30][CH2:31][CH2:32][CH2:33]1.[NH2:1][CH:2]1[c:3]2[c:4]([cH:5][cH:6][cH:7][cH:8]2)[CH2:9][CH:10]1[OH:11].[O:12]1[CH2:13][CH2:14][CH2:15][CH2:16]1>>[CH:29]1([c:34]2[c:35]([C:54]([c:55]3[cH:56][cH:57][c:58]([C:61]([F:62])([F:63])[F:64])[cH:59][cH:60]3)=[O:65])[c:36](-[c:47]3[cH:48][cH:49][c:50]([F:53])[cH:51][cH:52]3)[c:37]3[c:42]([cH:43]2)[O:41][C:40]([CH3:44])([CH3:45])[CH2:39][CH:38]3[OH:46])[CH2:30][CH2:31][CH2:32][CH2:33]1. The reactants are C1(=CC=CC=C1)CCN1CCC(CC1)C(=O)OCC (1-(2-phenylethyl)-4-carbetoxypiperidine), ( 39 ), Cl (HCl). The solvent is [OH-].[Na+] (NaOH). Yields the product Cl.C1(=CC=CC=C1)CCN1CCC(CC1)C(=O)O (1-(2-phenylethyl)-4-piperidine-carboxylic acid hydrochloride). RXN SMILES: [C:1]1([CH2:7][CH2:8][N:9]2[CH2:14][CH2:13][CH:12]([C:15]([O:17]CC)=[O:16])[CH2:11][CH2:10]2)[CH:6]=[CH:5][CH:4]=[CH:3][CH:2]=1.[ClH:20]>[OH-].[Na+]>[ClH:20].[C:1]1([CH2:7][CH2:8][N:9]2[CH2:14][CH2:13][CH:12]([C:15]([OH:17])=[O:16])[CH2:11][CH2:10]2)[CH:2]=[CH:3][CH:4]=[CH:5][CH:6]=1 |f:2.3,4.5|. Procedure: A suspension of 1-(2-phenylethyl)-4-carbetoxypiperidine (12.2 g, 0.047 mol) obtained as described in J. Med. Chem. 1996 (39), 749-756, in 1N NaOH (100 ml) was heated under reflux for 4 h. After cooling to room temperature, the solution was made acid with 6N HCl to pH 2, concentrated by evaporation at reduced pressure, and the solid thus obtained was filtered and dried in a stove under vacuum to give the desired product (12.1 g).